Dataset: the Open Reaction Database (ORD), a public repository of structured organic reaction records. Task: describe an organic reaction: reactants, conditions, products, and yield The reactants are COC(=O)NN=Cc1ccc2[nH]cc(CCN(C)C)c2c1, CCO. The product is COC(=O)NNCc1ccc2[nH]cc(CCN(C)C)c2c1. RXN SMILES: [CH3:1][O:2][C:3](=[O:4])[NH:5][N:6]=[CH:7][c:8]1[cH:9][c:10]2[c:11]([CH2:17][CH2:18][N:19]([CH3:20])[CH3:21])[cH:12][nH:13][c:14]2[cH:15][cH:16]1.[CH3:22][CH2:23][OH:24]>>[CH3:1][O:2][C:3](=[O:4])[NH:5][NH:6][CH2:7][c:8]1[cH:9][c:10]2[c:11]([CH2:17][CH2:18][N:19]([CH3:20])[CH3:21])[cH:12][nH:13][c:14]2[cH:15][cH:16]1. The reactants are BrBr (bromine), C(C)(C)(C)C1=CC=C(C=C1)C(C)C1=CC=C(C=C1)C(C)(C)C (1,1-bis(p-t-butylphenyl)ethane). Product: C(C)(C)(C)C1=CC=C(C=C)C=C1 (p-t-Butylstyrene). Reaction SMILES: BrBr.[C:3]([C:7]1[CH:12]=[CH:11][C:10]([CH:13](C2C=CC(C(C)(C)C)=CC=2)[CH3:14])=[CH:9][CH:8]=1)([CH3:6])([CH3:5])[CH3:4]>>[C:3]([C:7]1[CH:8]=[CH:9][C:10]([CH:13]=[CH2:14])=[CH:11][CH:12]=1)([CH3:6])([CH3:4])[CH3:5]. Procedure: The bromine number of the recovered 1,1-bis(p-t-butylphenyl)ethane was 3.81. According to mass spectrometry, the content of the component of m/e=292 was 7.5%.